Dataset: the Open Reaction Database (ORD), a public repository of structured organic reaction records. Task: describe an organic reaction: reactants, conditions, products, and yield Starting materials: O=C1NC2=CC=CC=C2C(N1CCN1CCC(CC1)C(=O)C1=C(C=C(C=C1)F)NC=O)=O (N-[2-[1-[2-(1,4-dihydro-2,4-dioxo-3(2H)-quinazolinyl)ethyl]-4-piperidinylcarbonyl]-5-fluorophenyl]formamide), S(O)(O)(=O)=O (sulfuric acid), [OH-].[Na+] (sodium hydroxide). Run in C(C)O (ethanol). The product is NC1=C(C(=O)C2CCN(CC2)CCN2C(NC3=CC=CC=C3C2=O)=O)C=CC(=C1)F (3-[2-[4-(2-amino-4-fluorobenzoyl)-1-piperidinyl]ethyl]-2,4(1H,3H)-quinazolinedione). Reaction SMILES: [O:1]=[C:2]1[N:11]([CH2:12][CH2:13][N:14]2[CH2:19][CH2:18][CH:17]([C:20]([C:22]3[CH:27]=[CH:26][C:25]([F:28])=[CH:24][C:23]=3[NH:29]C=O)=[O:21])[CH2:16][CH2:15]2)[C:10](=[O:32])[C:9]2[C:4](=[CH:5][CH:6]=[CH:7][CH:8]=2)[NH:3]1.S(=O)(=O)(O)O.[OH-].[Na+]>C(O)C>[NH2:29][C:23]1[CH:24]=[C:25]([F:28])[CH:26]=[CH:27][C:22]=1[C:20]([CH:17]1[CH2:18][CH2:19][N:14]([CH2:13][CH2:12][N:11]2[C:10](=[O:32])[C:9]3[C:4](=[CH:5][CH:6]=[CH:7][CH:8]=3)[NH:3][C:2]2=[O:1])[CH2:15][CH2:16]1)=[O:21] |f:2.3|. Procedure details: A mixture of 2.3 parts of N-[2-[1-[2-(1,4-dihydro-2,4-dioxo-3(2H)-quinazolinyl)ethyl]-4-piperidinylcarbonyl]-5-fluorophenyl]formamide, 33 parts of concentrated sulfuric acid and 144 parts of ethanol is stirred and refluxed for 1 hour. The reaction mixture is poured onto crushed ice and alkalized with a dilute sodium hydroxide solution. The precipitated product is filtered off and crystallized from 4-methyl-2-pentanone, yielding 0.4 parts of 3-[2-[4-(2-amino-4-fluorobenzoyl)-1-piperidinyl]ethyl]-... Starting materials: OCC=1C=CC(=C(C1)C1=C(C=C(C=C1C)OCC1(CCSCC1)O)C)NC(C)=O (N-{5-(hydroxymethyl)-4′-[(4-hydroxytetrahydro-2H-thiopyran-4-yl)methoxy]-2′,6′-dimethylbiphenyl-2-yl}acetamide), FC1=C(C=CC(=C1)NS(=O)(=O)C1=C(C=CC=C1)[N+](=O)[O-])CCC(=O)OCC (ethyl 3-(2-fluoro-4-{[(2-nitrophenyl)sulfonyl]amino}phenyl)propanoate), C1(=CC=CC=C1)P(C1=CC=CC=C1)C1=CC=CC=C1 (triphenylphosphine), N(=NC(=O)OCC)C(=O)OCC (diethyl azodicarboxylate). Solvent: O1CCCC1 (tetrahydrofuran). The product is C(C)(=O)NC1=CC=C(C=C1C1=C(C=C(C=C1C)OCC1(CCSCC1)O)C)CN(C1=CC(=C(C=C1)CCC(=O)OCC)F)S(=O)(=O)C1=C(C=CC=C1)[N+](=O)[O-] (ethyl 3-(4-{({6-(acetylamino)-4′-[(4-hydroxytetrahydro-2H-thiopyran-4-yl)methoxy]-2′,6′-dimethylbiphenyl-3-yl}methyl)[(2-nitrophenyl)sulfonyl]amino}-2-fluorophenyl)propanoate). The yield is 91.7%. As a reaction SMILES: O[CH2:2][C:3]1[CH:4]=[CH:5][C:6]([NH:26][C:27](=[O:29])[CH3:28])=[C:7]([C:9]2[C:14]([CH3:15])=[CH:13][C:12]([O:16][CH2:17][C:18]3([OH:24])[CH2:23][CH2:22][S:21][CH2:20][CH2:19]3)=[CH:11][C:10]=2[CH3:25])[CH:8]=1.[F:30][C:31]1[CH:36]=[C:35]([NH:37][S:38]([C:41]2[CH:46]=[CH:45][CH:44]=[CH:43][C:42]=2[N+:47]([O-:49])=[O:48])(=[O:40])=[O:39])[CH:34]=[CH:33][C:32]=1[CH2:50][CH2:51][C:52]([O:54][CH2:55][CH3:56])=[O:53].C1(P(C2C=CC=CC=2)C2C=CC=CC=2)C=CC=CC=1.N(C(OCC)=O)=NC(OCC)=O>O1CCCC1>[C:27]([NH:26][C:6]1[C:7]([C:9]2[C:10]([CH3:25])=[CH:11][C:12]([O:16][CH2:17][C:18]3([OH:24])[CH2:23][CH2:22][S:21][CH2:20][CH2:19]3)=[CH:13][C:14]=2[CH3:15])=[CH:8][C:3]([CH2:2][N:37]([S:38]([C:41]2[CH:46]=[CH:45][CH:44]=[CH:43][C:42]=2[N+:47]([O-:49])=[O:48])(=[O:39])=[O:40])[C:35]2[CH:34]=[CH:33][C:32]([CH2:50][CH2:51][C:52]([O:54][CH2:55][CH3:56])=[O:53])=[C:31]([F:30])[CH:36]=2)=[CH:4][CH:5]=1)(=[O:29])[CH3:28]. Procedure: To a solution of N-{5-(hydroxymethyl)-4′-[(4-hydroxytetrahydro-2H-thiopyran-4-yl)methoxy]-2′,6′-dimethylbiphenyl-2-yl}acetamide (148 mg, 0.36 mmol), ethyl 3-(2-fluoro-4-{[(2-nitrophenyl)sulfonyl]amino}phenyl)propanoate (157 mg, 0.40 mmol) and triphenylphosphine (189 mg, 0.72 mmol) in tetrahydrofuran (4 mL) was added diethyl azodicarboxylate (40% toluene solution, 0.33 mL, 0.72 mmol) under stirring at room temperature, and the mixture was stirred for one day. The reaction mixture was concentrated...